This data is from the Open Reaction Database (ORD), a public repository of structured organic reaction records. The task is: describe an organic reaction: reactants, conditions, products, and yield Reactants: Cn1cc(Br)cc(Nc2ccc(C3CCNCC3)cn2)c1=O, [BH3-]C#N, CCOCC, ClCCl, CO, CO, [Cl-], [Cl-], [Na+], O=C1COC1, [Zn+2]. Yields the product Cn1cc(Br)cc(Nc2ccc(C3CCN(C4COC4)CC3)cn2)c1=O. RXN SMILES: [Br:1][c:2]1[cH:3][c:4]([NH:10][c:11]2[n:12][cH:13][c:14]([CH:17]3[CH2:18][CH2:19][NH:20][CH2:21][CH2:22]3)[cH:15][cH:16]2)[c:5](=[O:9])[n:6]([CH3:8])[cH:7]1.[C:28]([BH3-:29])#[N:30].[CH2:34]([O:35][CH2:36][CH3:37])[CH3:38].[CH2:39]([Cl:40])[Cl:41].[CH3:32][OH:33].[CH3:42][OH:43].[Cl-:44].[Cl-:46].[Na+:31].[O:23]1[CH2:24][C:25](=[O:27])[CH2:26]1.[Zn+2:45]>>[Br:1][c:2]1[cH:3][c:4]([NH:10][c:11]2[n:12][cH:13][c:14]([CH:17]3[CH2:18][CH2:19][N:20]([CH:25]4[CH2:24][O:23][CH2:26]4)[CH2:21][CH2:22]3)[cH:15][cH:16]2)[c:5](=[O:9])[n:6]([CH3:8])[cH:7]1. The reactants are CCN=C=NCCCN(C)C, CC(C)(C)CN, CN(C)C=O, CCOC(C)=O, CCN(C(C)C)C(C)C, Cl, On1nnc2cccnc21, O=C(O)c1ccc(O)nc1. Product: CC(C)(C)CNC(=O)c1ccc(O)nc1. As a reaction SMILES: [CH3:22][N:23]([CH3:24])[CH2:25][CH2:26][CH2:27][N:28]=[C:29]=[N:30][CH2:31][CH3:32].[CH3:33][C:34]([CH2:35][NH2:36])([CH3:37])[CH3:38].[CH3:48][N:49]([CH3:50])[CH:51]=[O:52].[CH3:53][CH2:54][O:55][C:56](=[O:57])[CH3:58].[CH:39]([N:40]([CH2:41][CH3:42])[CH:43]([CH3:44])[CH3:45])([CH3:46])[CH3:47].[ClH:21].[OH:11][n:12]1[c:13]2[n:14][cH:15][cH:16][cH:17][c:18]2[n:19][n:20]1.[OH:1][C:2](=[O:3])[c:4]1[cH:5][cH:6][c:7]([OH:8])[n:9][cH:10]1>>[C:2](=[O:3])([c:4]1[cH:5][cH:6][c:7]([OH:8])[n:9][cH:10]1)[NH:36][CH2:35][C:34]([CH3:33])([CH3:37])[CH3:38]. The reactants are C(C)N1C(N(CN(C1)C)C=1SC2=C(N1)C=C(C=C2O)C=2C=NC(=NC2)N2CCC(CC2)(C(=O)OCC)C)=O (ethyl 1-[5-[2-(3-ethyl-5-methyl-2-oxo-1,3,5-triazinan-1-yl)-7-hydroxy-1,3-benzothiazol-5-yl]pyrimidin-2-yl]-4-methyl-piperidine-4-carboxylate), C([O-])([O-])=O.[Cs+].[Cs+] (dicesium carbonate), CN(C=O)C (N,N-dimethylformamide), CI (MeI), CI (MeI). Solvent: [Cl-].[NH4+] (ammonium chloride), CCOC(=O)C (EtOAc). Reaction conditions: time 1 hour. Yields the product C(C)N1C(N(CN(C1)C)C=1SC2=C(N1)C=C(C=C2OC)C=2C=NC(=NC2)N2CCC(CC2)(C(=O)OCC)C)=O (Ethyl 1-[5-[2-(3-ethyl-5-methyl-2-oxo-1,3,5-triazinan-1-yl)-7-methoxy-1,3-benzothiazol-5-yl]pyrimidin-2-yl]-4-methyl-piperidine-4-carboxylate). Isolated yield 68.8%. RXN SMILES: [CH2:1]([N:3]1[CH2:8][N:7]([CH3:9])[CH2:6][N:5]([C:10]2[S:11][C:12]3[C:18]([OH:19])=[CH:17][C:16]([C:20]4[CH:21]=[N:22][C:23]([N:26]5[CH2:31][CH2:30][C:29]([CH3:37])([C:32]([O:34][CH2:35][CH3:36])=[O:33])[CH2:28][CH2:27]5)=[N:24][CH:25]=4)=[CH:15][C:13]=3[N:14]=2)[C:4]1=[O:38])[CH3:2].[C:39](=O)([O-])[O-].[Cs+].[Cs+].CN(C)C=O.CI>[Cl-].[NH4+].CCOC(C)=O>[CH2:1]([N:3]1[CH2:8][N:7]([CH3:9])[CH2:6][N:5]([C:10]2[S:11][C:12]3[C:18]([O:19][CH3:39])=[CH:17][C:16]([C:20]4[CH:25]=[N:24][C:23]([N:26]5[CH2:27][CH2:28][C:29]([CH3:37])([C:32]([O:34][CH2:35][CH3:36])=[O:33])[CH2:30][CH2:31]5)=[N:22][CH:21]=4)=[CH:15][C:13]=3[N:14]=2)[C:4]1=[O:38])[CH3:2] |f:1.2.3,6.7|. Procedure details: To a solution of ethyl 1-[5-[2-(3-ethyl-5-methyl-2-oxo-1,3,5-triazinan-1-yl)-7-hydroxy-1,3-benzothiazol-5-yl]pyrimidin-2-yl]-4-methyl-piperidine-4-carboxylate (533 mg, 0.593 mmol), dicesium carbonate (390 mg, 1.19 mmol) and N,N-dimethylformamide (10 mL) at 0° C. was added MeI (55 μL, 0.89 mmol) and the reaction mixture was allowed to warm to rt before stirring for 1 hr. A further portion of MeI (110 μL, 1.78 mmol) was added and the mixture stirred at rt for a further 18 hrs. The reaction was dil... Starting materials: CC=1OC2=C(C1)C(=CC=C2)OCC2=CC=C(C=C2)C2=NN=NN2 (5-[4-(2-Methyl-4-benzofuranyloxymethyl)phenyl]tetrazole), CO (methanol). Run in CN(C=O)C (dimethylformamide). Reaction conditions: temperature -65 celsius. Yields the product C(=O)C1=C(OCC2=CC=C(C=C2)C2=NN=NN2)C=CC=C1O (5-[4-(2-formyl-3-hydroxyphenoxymethyl)phenyl]tetrazole), C15H12N4O3. As a reaction SMILES: CC1[O:3][C:4]2[CH:10]=[CH:9][CH:8]=[C:7]([O:11][CH2:12][C:13]3[CH:18]=[CH:17][C:16]([C:19]4[NH:23][N:22]=[N:21][N:20]=4)=[CH:15][CH:14]=3)[C:5]=2[CH:6]=1.C[OH:25]>CN(C)C=O>[CH:6]([C:5]1[C:4]([OH:3])=[CH:10][CH:9]=[CH:8][C:7]=1[O:11][CH2:12][C:13]1[CH:18]=[CH:17][C:16]([C:19]2[NH:20][N:21]=[N:22][N:23]=2)=[CH:15][CH:14]=1)=[O:25]. Procedure: 5-[4-(2-Methyl-4-benzofuranyloxymethyl)phenyl]tetrazole (1.224 g, 0.004 M) was dissolved in a mixture of dry methanol (130 ml) and dry dimethylformamide (20 ml), and cooled to -65° C. with stirring and exclusion of moisture. Ozonised air was bubbled through the solution at a rate of 20 liters/hr for 1 hr. Nitrogen was then bubbled through the solution (5 mins). to remove excess ozone before the addition of dimethyl sulphide (1.2 ml). The mixture was allowed to warm to room temperature overnight ... Reactants: BrC1=CNC2=CC=CC=C12 (3-bromoindole), S(=O)(=O)(C1=CC=C(C)C=C1)Cl (tosyl chloride), O (water), [OH-].[Na+] (sodium hydroxide). Reagents/catalysts: S(=O)(=O)(O)[O-].C(CCC)[N+](CCCC)(CCCC)CCCC (tetra-n-butylammonium hydrogensulfate). Run in C1=CC=CC=C1 (benzene). The product is BrC1=CN(C2=CC=CC=C12)S(=O)(=O)C1=CC=C(C)C=C1 (3-Bromo-1-tosylindole). Yield: 96.0%. As a reaction SMILES: [Br:1][C:2]1[C:10]2[C:5](=[CH:6][CH:7]=[CH:8][CH:9]=2)[NH:4][CH:3]=1.[S:11](Cl)([C:14]1[CH:20]=[CH:19][C:17]([CH3:18])=[CH:16][CH:15]=1)(=[O:13])=[O:12].[OH-].[Na+].O>C1C=CC=CC=1.S([O-])(O)(=O)=O.C([N+](CCCC)(CCCC)CCCC)CCC>[Br:1][C:2]1[C:10]2[C:5](=[CH:6][CH:7]=[CH:8][CH:9]=2)[N:4]([S:11]([C:14]2[CH:20]=[CH:19][C:17]([CH3:18])=[CH:16][CH:15]=2)(=[O:13])=[O:12])[CH:3]=1 |f:2.3,6.7|. Procedure details: To a solution of 3-bromoindole (prepared according to the method described in Synthesis, 1096(1982)) (196 mg, 1.0 mmol) and tosyl chloride (286 mg, 1.5 mmol) in benzene (4.5 mL) was added tetra-n-butylammonium hydrogensulfate (34 mg, 0.1 mmol) and a 5.0% aqueous sodium hydroxide (1.0 mL), and the resulting mixture was refluxed for 1 hour. After the reaction solution was cooled to room temperature, water was added to the reaction solution, and the resulting mixture was extracted with chloroform. ... Starting materials: C([O-])([O-])=O.[K+].[K+] (potassium carbonate), [I-].[K+] (potassium iodide), C(C)(C)(C)OC(CCl)=O (tert-butylchloroacetate), resin, CC(=O)C (acetone). The product is C#CC1=CC=C(C=C1)O (poly(p-vinylphenol)). As a reaction SMILES: [C:1](=O)([O-])[O-].[K+].[K+].[I-].[K+].[C:9](OC(=O)CCl)([CH3:12])([CH3:11])[CH3:10].[CH3:18][C:19]([CH3:21])=[O:20]>>[CH:1]#[C:12][C:9]1[CH:10]=[CH:21][C:19]([OH:20])=[CH:18][CH:11]=1 |f:0.1.2,3.4|. Procedure details: 50.0 g of the resin synthesized in Reference Example 1 was dissolved in 500 ml of acetone. After adding 4.8 g of potassium carbonate, 0.96 g of potassium iodide and 5.0 g of tert-butylchloroacetate, the solution obtained was refluxed for 10 hours. After filtration of the reaction solution, 1 l of methylisobutylketone was mixed to the resin solution thus obtained, and the resulting solution was washed three times with 500 ml of ion-exchange water. The methylisobutylketone was distilled out under ... Starting materials: O=C([O-])[O-], CCOC(C)=O, CCc1cnc(Cl)nc1, [Cs+], [Cs+], CN(C)C=O, NCC1CCN(C(=O)C2CC2c2ccccc2)CC1. Yields the product CCc1cnc(NCC2CCN(C(=O)C3CC3c3ccccc3)CC2)nc1. Reaction SMILES: [C:29](=[O:30])([O-:31])[O-:32].[CH3:40][CH2:41][O:42][C:43](=[O:44])[CH3:45].[Cl:20][c:21]1[n:22][cH:23][c:24]([CH2:27][CH3:28])[cH:25][n:26]1.[Cs+:33].[Cs+:34].[O:35]=[CH:36][N:37]([CH3:38])[CH3:39].[c:1]1([CH:7]2[CH:8]([C:10](=[O:11])[N:12]3[CH2:13][CH2:14][CH:15]([CH2:18][NH2:19])[CH2:16][CH2:17]3)[CH2:9]2)[cH:2][cH:3][cH:4][cH:5][cH:6]1>>[c:1]1([CH:7]2[CH:8]([C:10](=[O:11])[N:12]3[CH2:13][CH2:14][CH:15]([CH2:18][NH:19][c:21]4[n:22][cH:23][c:24]([CH2:27][CH3:28])[cH:25][n:26]4)[CH2:16][CH2:17]3)[CH2:9]2)[cH:2][cH:3][cH:4][cH:5][cH:6]1. Starting materials: ClC(C(=O)N=C=O)(Cl)Cl (Trichloroacetyl isocyanate), COC(\C=C/[C@@H]([C@@H]([C@H](\C=C(/C[C@@H]([C@H]([C@@H]([C@H]([C@H](COCC1=CC=CC=C1)C)O)C)O[Si](C)(C)C(C)(C)C)C)\C)C)O[Si](C)(C)C(C)(C)C)C)=O ((2Z,4S,5S,6S,7Z,10S,11R,12R,13S,14S)-5,11-bis[[(1,1-dimethylethyl)dimethylsilyl]oxy]-13-hydroxy-4,6,8,10,12,14-hexamethyl-15-(phenylmethoxy)-2,7-pentadecadienoic acid methyl ester). The solvent is C(Cl)Cl (CH2Cl2). Run at time 30 minute. The product is COC(\C=C/[C@@H]([C@@H]([C@H](\C=C(/C[C@@H]([C@H]([C@@H]([C@H]([C@H](COCC1=CC=CC=C1)C)OC(=O)N)C)O[Si](C)(C)C(C)(C)C)C)\C)C)O[Si](C)(C)C(C)(C)C)C)=O ((2Z,4S,5S,6S,7Z, 10S,11R,12R,13S,14S)-13-[(aminocarbonyl)oxy]-5,11-bis[[(1,1-dimethylethyl)dimethylsilyl]oxy]-4,6,8,10,12,14-hexamethyl-15-(phenylmethoxy)-2,7-pentadecadienoic acid methyl ester). Isolated yield 73.8%. RXN SMILES: ClC(Cl)(Cl)C([N:5]=[C:6]=[O:7])=O.[CH3:10][O:11][C:12](=[O:58])/[CH:13]=[CH:14]\[C@H:15]([CH3:57])[C@H:16]([O:49][Si:50]([C:53]([CH3:56])([CH3:55])[CH3:54])([CH3:52])[CH3:51])[C@@H:17]([CH3:48])/[CH:18]=[C:19](/[CH3:47])\[CH2:20][C@H:21]([CH3:46])[C@@H:22]([O:38][Si:39]([C:42]([CH3:45])([CH3:44])[CH3:43])([CH3:41])[CH3:40])[C@H:23]([CH3:37])[C@@H:24]([OH:36])[C@@H:25]([CH3:35])[CH2:26][O:27][CH2:28][C:29]1[CH:34]=[CH:33][CH:32]=[CH:31][CH:30]=1>C(Cl)Cl>[CH3:10][O:11][C:12](=[O:58])/[CH:13]=[CH:14]\[C@H:15]([CH3:57])[C@H:16]([O:49][Si:50]([C:53]([CH3:56])([CH3:55])[CH3:54])([CH3:51])[CH3:52])[C@@H:17]([CH3:48])/[CH:18]=[C:19](/[CH3:47])\[CH2:20][C@H:21]([CH3:46])[C@@H:22]([O:38][Si:39]([C:42]([CH3:43])([CH3:44])[CH3:45])([CH3:41])[CH3:40])[C@H:23]([CH3:37])[C@@H:24]([O:36][C:6]([NH2:5])=[O:7])[C@@H:25]([CH3:35])[CH2:26][O:27][CH2:28][C:29]1[CH:30]=[CH:31][CH:32]=[CH:33][CH:34]=1. Reported procedure: Trichloroacetyl isocyanate (106 mg, 0.56 mmol, 1.5 eq) is added to a solution of (2Z,4S,5S,6S,7Z,10S,11R,12R,13S,14S)-5,11-bis[[(1,1-dimethylethyl)dimethylsilyl]oxy]-13-hydroxy-4,6,8,10,12,14-hexamethyl-15-(phenylmethoxy)-2,7-pentadecadienoic acid methyl ester (266 mg, 0.37 mmol) in CH2Cl2 (5 mL) at 23° C. The mixture is stirred for 30 min. The solvent is removed. The residue is chromatographed (10% EtOAc in hexane) to give 208 mg (74%) of the desired compound as a white foam.